This data is from the Open Reaction Database (ORD), a public repository of structured organic reaction records. The task is: describe an organic reaction: reactants, conditions, products, and yield The reactants are C(C1=CC=CC=C1)=O (benzaldehyde), NC1=NNC=C1C(=O)OCC (3-amino-4-ethoxycarbonylpyrazole). Run in C1(=CC=CC=C1)C (toluene). Run at time 3 hour. Yields the product C(C1=CC=CC=C1)NC1=NNC=C1C(=O)OCC (3-benzylamino-4-ethoxycarbonyl pyrazole). RXN SMILES: [CH:1](=O)[C:2]1[CH:7]=[CH:6][CH:5]=[CH:4][CH:3]=1.[NH2:9][C:10]1[C:14]([C:15]([O:17][CH2:18][CH3:19])=[O:16])=[CH:13][NH:12][N:11]=1>C1(C)C=CC=CC=1>[CH2:1]([NH:9][C:10]1[C:14]([C:15]([O:17][CH2:18][CH3:19])=[O:16])=[CH:13][NH:12][N:11]=1)[C:2]1[CH:7]=[CH:6][CH:5]=[CH:4][CH:3]=1. Reported procedure: 21.2 g of benzaldehyde is added to a suspension of 25 g of 3-amino-4-ethoxycarbonylpyrazole in 200 ml of toluene. The whole is boiled while separating water. In 3 hours a total of 5 ml of water collects. After the toluene has been evaporated, 50 ml of methanol and 50 ml of THF are added and, under cooling, 23 g of NaBH4 is added at 0°-5° C. After 4 hours' at room temperature, the solvent mixture is drawn off; then 200 ml of ice water is added the whole is extracted three times with 150 ml of met... As a reaction SMILES: [F:1][C:2]1[CH:3]=[C:4]([CH:6]=[CH:7][C:8]=1[F:9])[NH2:5].F[C:11]1[CH:16]=[CH:15][CH:14]=[CH:13][N:12]=1.[F:17][C:18]1[CH:19]=[C:20]([CH:23]=[CH:24][C:25]=1[F:26])[CH2:21]Br>>[F:17][C:18]1[CH:19]=[C:20]([CH:23]=[CH:24][C:25]=1[F:26])[CH2:21][N:12]1[CH:13]=[CH:14][CH:15]=[CH:16][C:11]1=[N:5][C:4]1[CH:6]=[CH:7][C:8]([F:9])=[C:2]([F:1])[CH:3]=1. The product is FC=1C=C(CN2C(C=CC=C2)=NC2=CC(=C(C=C2)F)F)C=CC1F ([1-(3,4-Difluorobenzyl)-1H-pyridin-2-ylidene]-(3,4-difluorophenyl)amine). Reported procedure: The title compound was prepared in four steps from 3,4-difluoroaniline, 2-fluoropyridine and 3,4-difluorobenzyl bromide as described in Procedure B. The crude product was purified by preparative LC-MS to give the title compound as the free base (yellowish solid). MS (ES+) m/z 333 ([M+1]+, 100); HR-MS: 333.1008 ([M+1]+, C18H13F4N2; calc. 333.101485). The reactants are FC=1C=C(N)C=CC1F (3,4-difluoroaniline), FC1=NC=CC=C1 (2-fluoropyridine), FC=1C=C(CBr)C=CC1F (3,4-difluorobenzyl bromide). Starting materials: BrCC1=C(C(N(N1C)C1=CC=CC=C1)=O)C1CC1 (5-bromomethyl-4-cyclopropyl-1-methyl-2-phenyl-1,2-dihydro-pyrazol-3-one), FC1=CC=C(C=C1)O (4-fluorophenol), C([O-])([O-])=O.[Cs+].[Cs+] (caesium carbonate), [I-].[K+] (potassium iodide). Run in O (water), CCOC(=O)C (EtOAc), C(C)#N (acetonitrile). Run at time 8 hour. The product is C1(CC1)C=1C(N(N(C1COC1=CC=C(C=C1)F)C)C1=CC=CC=C1)=O (4-cyclopropyl-5-(4-fluoro-phenoxymethyl)-1-methyl-2-phenyl-1,2-dihydro-pyrazol-3-one). The yield is 22.4%. As a reaction SMILES: Br[CH2:2][C:3]1[N:7]([CH3:8])[N:6]([C:9]2[CH:14]=[CH:13][CH:12]=[CH:11][CH:10]=2)[C:5](=[O:15])[C:4]=1[CH:16]1[CH2:18][CH2:17]1.[F:19][C:20]1[CH:25]=[CH:24][C:23]([OH:26])=[CH:22][CH:21]=1.C(=O)([O-])[O-].[Cs+].[Cs+].[I-].[K+]>C(#N)C.O.CCOC(C)=O>[CH:16]1([C:4]2[C:5](=[O:15])[N:6]([C:9]3[CH:14]=[CH:13][CH:12]=[CH:11][CH:10]=3)[N:7]([CH3:8])[C:3]=2[CH2:2][O:26][C:23]2[CH:24]=[CH:25][C:20]([F:19])=[CH:21][CH:22]=2)[CH2:18][CH2:17]1 |f:2.3.4,5.6|. Procedure: To a solution of 5-bromomethyl-4-cyclopropyl-1-methyl-2-phenyl-1,2-dihydro-pyrazol-3-one (0.094 g) in acetonitrile (5 mL), was added 4-fluorophenol (0.034 g), caesium carbonate (0.1 g) and potassium iodide (3 crystals). The reaction was stirred overnight at ambient temperature and was then diluted with water and EtOAc. The phases were separated and the aqueous was extracted with further EtOAc. The combined organic phases were washed with further HCl solution, brine and dried with sodium sulfate....